Task: describe an organic reaction: reactants, conditions, products, and yield. Dataset: the Open Reaction Database (ORD), a public repository of structured organic reaction records Starting materials: NOCc1ccccc1, CC(=O)[O-], Cl, [Na+], CC1CCC(C(=O)N(c2cc(C3=CCC(=O)CC3)sc2C(=O)O)C2CCC(O)CC2)CC1. Reaction SMILES: [CH2:34]([c:35]1[cH:36][cH:37][cH:38][cH:39][cH:40]1)[O:41][NH2:42].[CH3:44][C:45](=[O:46])[O-:47].[ClH:33].[Na+:43].[OH:1][CH:2]1[CH2:3][CH2:4][CH:5]([N:8]([c:9]2[c:10]([C:21](=[O:22])[OH:23])[s:11][c:12]([C:14]3=[CH:15][CH2:16][C:17](=[O:20])[CH2:18][CH2:19]3)[cH:13]2)[C:24](=[O:25])[CH:26]2[CH2:27][CH2:28][CH:29]([CH3:32])[CH2:30][CH2:31]2)[CH2:6][CH2:7]1>>[OH:1][CH:2]1[CH2:3][CH2:4][CH:5]([N:8]([c:9]2[c:10]([C:21](=[O:22])[OH:23])[s:11][c:12]([C:14]3=[CH:15][CH2:16][C:17](=[N:42][O:41][CH2:34][c:35]4[cH:36][cH:37][cH:38][cH:39][cH:40]4)[CH2:18][CH2:19]3)[cH:13]2)[C:24](=[O:25])[CH:26]2[CH2:27][CH2:28][CH:29]([CH3:32])[CH2:30][CH2:31]2)[CH2:6][CH2:7]1. Yields the product CC1CCC(C(=O)N(c2cc(C3=CCC(=NOCc4ccccc4)CC3)sc2C(=O)O)C2CCC(O)CC2)CC1. The reactants are CCOC(=O)C(OCC)[P+](c1ccccc1)(c1ccccc1)c1ccccc1, CN=C(NC)N(C)C, O=Cc1ccc2[nH]ccc2c1, [Cl-], ClCCl. Product: CCOC(=O)C(=Cc1ccc2[nH]ccc2c1)OCC. As a reaction SMILES: [CH2:2]([CH3:3])[O:4][CH:5]([C:6](=[O:7])[O:8][CH2:9][CH3:10])[P+:11]([c:12]1[cH:13][cH:14][cH:15][cH:16][cH:17]1)([c:18]1[cH:19][cH:20][cH:21][cH:22][cH:23]1)[c:24]1[cH:25][cH:26][cH:27][cH:28][cH:29]1.[CH3:30][NH:31][C:32](=[N:33][CH3:34])[N:35]([CH3:36])[CH3:37].[CH:38](=[O:39])[c:40]1[cH:41][c:42]2[cH:43][cH:44][nH:45][c:46]2[cH:47][cH:48]1.[Cl-:1].[Cl:49][CH2:50][Cl:51]>>[CH2:2]([CH3:3])[O:4][C:5]([C:6](=[O:7])[O:8][CH2:9][CH3:10])=[CH:38][c:40]1[cH:41][c:42]2[cH:43][cH:44][nH:45][c:46]2[cH:47][cH:48]1. The reactants are CC1=C(OC2=C1C(=C(C=C2F)CCC)O)C(=O)O (3-methyl-4-hydroxy-5-propyl-7-fluorobenzofurancarboxylic acid). The reagents and catalysts are [Cu] (copper). Solvent: N1=CC=CC2=CC=CC=C12 (quinoline). The product is CC1=COC2=C1C(=C(C=C2F)CCC)O (3-methyl-4-hydroxy-5-propyl-7-fluorobenzofuran). Isolated yield 74.4%. As a reaction SMILES: [CH3:1][C:2]1[C:6]2[C:7]([OH:15])=[C:8]([CH2:12][CH2:13][CH3:14])[CH:9]=[C:10]([F:11])[C:5]=2[O:4][C:3]=1C(O)=O>N1C2C(=CC=CC=2)C=CC=1.[Cu]>[CH3:1][C:2]1[C:6]2[C:7]([OH:15])=[C:8]([CH2:12][CH2:13][CH3:14])[CH:9]=[C:10]([F:11])[C:5]=2[O:4][CH:3]=1. Procedure: A mixture of 3-methyl-4-hydroxy-5-propyl-7-fluorobenzofurancarboxylic acid (0.10 gm; 0.4 mmoles) and copper(20 mg) in quinoline (50 mL) was refluxed for a period of 2.5 hours. The two phases were separated and the organic phase was dried (Na2SO4), and concentrated in vacuo. The residue was purified by preparative TLC and eluted with 5% ethylacetate in hexane to yield 3-methyl-4-hydroxy-5-propyl-7-fluorobenzofuran (62 mg; 75%), identical to the product obtained from the cyclisation reaction descr... Reactants: O=C(Cl)N1CC(Oc2ccc(Br)cc2)C1, C1CCOC1, O, c1ccc(N2CCNCC2)cc1. Product: O=C(N1CCN(c2ccccc2)CC1)N1CC(Oc2ccc(Br)cc2)C1. As a reaction SMILES: [Br:1][c:2]1[cH:3][cH:4][c:5]([O:6][CH:7]2[CH2:8][N:9]([C:11](=[O:12])[Cl:13])[CH2:10]2)[cH:14][cH:15]1.[O:28]1[CH2:29][CH2:30][CH2:31][CH2:32]1.[OH2:33].[c:16]1([N:22]2[CH2:23][CH2:24][NH:25][CH2:26][CH2:27]2)[cH:17][cH:18][cH:19][cH:20][cH:21]1>>[Br:1][c:2]1[cH:3][cH:4][c:5]([O:6][CH:7]2[CH2:8][N:9]([C:11](=[O:12])[N:25]3[CH2:24][CH2:23][N:22]([c:16]4[cH:17][cH:18][cH:19][cH:20][cH:21]4)[CH2:27][CH2:26]3)[CH2:10]2)[cH:14][cH:15]1. Product: C(C)N(C=1C=C(C=CC1)C1=NC(=NC=C1)NCCC1=CC=C(C=C1)O)CC=1C=NC=CC1 (4-(2-{4-[3-(Ethyl-pyridin-3-ylmethyl-amino)-phenyl]-pyrimidin-2-ylamino}-ethyl)-phenol). Reaction SMILES: [N:1]1[CH:6]=[CH:5][CH:4]=[C:3]([CH2:7][NH:8][C:9]2[CH:10]=[C:11]([C:15]3[CH:20]=[CH:19][N:18]=[C:17]([NH:21][CH2:22][CH2:23][C:24]4[CH:29]=[CH:28][C:27]([OH:30])=[CH:26][CH:25]=4)[N:16]=3)[CH:12]=[CH:13][CH:14]=2)[CH:2]=1.[CH:31](=O)[CH3:32]>>[CH2:31]([N:8]([CH2:7][C:3]1[CH:2]=[N:1][CH:6]=[CH:5][CH:4]=1)[C:9]1[CH:10]=[C:11]([C:15]2[CH:20]=[CH:19][N:18]=[C:17]([NH:21][CH2:22][CH2:23][C:24]3[CH:25]=[CH:26][C:27]([OH:30])=[CH:28][CH:29]=3)[N:16]=2)[CH:12]=[CH:13][CH:14]=1)[CH3:32]. Starting materials: N1=CC(=CC=C1)CNC=1C=C(C=CC1)C1=NC(=NC=C1)NCCC1=CC=C(C=C1)O (4-[2-(4-{3-[(Pyridin-3-ylmethyl)-amino]-phenyl}-pyrimidin-2-ylamino)-ethyl]-phenol), C(C)=O (acetaldehyde), 426. Procedure details: Intermediate 25 was coupled with acetaldehyde following procedure E. LC-MS showed the product had the expected M+H+ of 426. 1H NMR (Varian 300 MHz, CD3OD, shifts relative to the solvent peak at 3.3 ppm) δ 8.4 (s, 1H) 8.39 (d, 1H) 8.2 (d, 1H) 7.6 (d, 1H) 7.5 (s, 1H), 7.3 (m, 3H), 7.0 (d, 1H), 6.9 (d 1H), 6.8 (d, 2H), 6.5 (d, 2H), 4.6 (s, 2H), 3.6 (m, 4H), 2.8 (t, 2H), 1.2 (d, 3H). The reactants are CH2N2, ClC1=NC=C(C(=O)O)C=C1 (6-chloro nicotinic acid), C(Cl)Cl (CH2Cl2). Conditions: time 8 hour. Product: ClC1=NC=C(C(=O)OC)C=C1 (6-Chloro nicotinic acid, methyl ester). RXN SMILES: [Cl:1][C:2]1[CH:10]=[CH:9][C:5]([C:6]([OH:8])=[O:7])=[CH:4][N:3]=1.[CH2:11](Cl)Cl>>[Cl:1][C:2]1[CH:10]=[CH:9][C:5]([C:6]([O:8][CH3:11])=[O:7])=[CH:4][N:3]=1. Procedure: An ethereal solution of CH2N2 (0.1 mole) is added to a suspension of 6-chloro nicotinic acid (15 g) in CH2Cl2 until bubbling ceases. The reaction mixture is stirred overnight, evaporated and dried in vacuo affording the desired product as a tan solid used in the next step without further purification. The reactants are C1CCOC1, CNC, COC(=O)Cc1c(Cl)ccc2cnc(CBr)cc12. Yields the product COC(=O)Cc1c(Cl)ccc2cnc(CN(C)C)cc12. As a reaction SMILES: [CH2:22]1[O:23][CH2:24][CH2:25][CH2:26]1.[CH3:19][NH:20][CH3:21].[CH3:1][O:2][C:3]([CH2:4][c:5]1[c:6]2[cH:7][c:8]([CH2:16][Br:17])[n:9][cH:10][c:11]2[cH:12][cH:13][c:14]1[Cl:15])=[O:18]>>[CH3:1][O:2][C:3]([CH2:4][c:5]1[c:6]2[cH:7][c:8]([CH2:16][N:20]([CH3:19])[CH3:21])[n:9][cH:10][c:11]2[cH:12][cH:13][c:14]1[Cl:15])=[O:18].